Task: describe an organic reaction: reactants, conditions, products, and yield. Dataset: the Open Reaction Database (ORD), a public repository of structured organic reaction records Starting materials: C(C(C)(C)C)(=O)O[C@H]1C(O)O[C@@H]([C@H]([C@@H]1OC(C(C)(C)C)=O)OC(C(C)(C)C)=O)COC(C(C)(C)C)=O (2,3,4,6-tetra-O-pivaloyl-glucopyranose), C1(=CC=CC=C1)C (toluene), CC(C)([O-])C.[K+] (potassium-t-butoxide), C(C1=CC=CC=C1)OC(CBr)=O (bromoacetic acid benzyl ester). Reagents/catalysts: [Cl-].C(CCC)[N+](CCCC)(CCCC)CCCC (tetrabutylammonium chloride). Solvent: CC(=O)N(C)C (dimethylacetamide). Run at temperature 0 celsius. Product: C(C(C)(C)C)(=O)O[C@H]1C(OCC(=O)O)O[C@@H]([C@H]([C@@H]1OC(C(C)(C)C)=O)OC(C(C)(C)C)=O)COC(C(C)(C)C)=O (2,3,4,6-Tetra-O-pivaloyl-1-O-carboxymethyl-glucopyranose). Reaction SMILES: [C:1]([O:7][C@@H:8]1[C@@H:14]([O:15][C:16](=[O:21])[C:17]([CH3:20])([CH3:19])[CH3:18])[C@H:13]([O:22][C:23](=[O:28])[C:24]([CH3:27])([CH3:26])[CH3:25])[C@@H:12]([CH2:29][O:30][C:31](=[O:36])[C:32]([CH3:35])([CH3:34])[CH3:33])[O:11][CH:9]1[OH:10])(=[O:6])[C:2]([CH3:5])([CH3:4])[CH3:3].CC(C)([O-])C.[K+].C([O:50][C:51](=[O:54])[CH2:52]Br)C1C=CC=CC=1.C1(C)C=CC=CC=1>[Cl-].C([N+](CCCC)(CCCC)CCCC)CCC.CC(N(C)C)=O>[C:1]([O:7][C@@H:8]1[C@@H:14]([O:15][C:16](=[O:21])[C:17]([CH3:18])([CH3:20])[CH3:19])[C@H:13]([O:22][C:23](=[O:28])[C:24]([CH3:27])([CH3:26])[CH3:25])[C@@H:12]([CH2:29][O:30][C:31](=[O:36])[C:32]([CH3:35])([CH3:34])[CH3:33])[O:11][CH:9]1[O:10][CH2:52][C:51]([OH:54])=[O:50])(=[O:6])[C:2]([CH3:5])([CH3:4])[CH3:3] |f:1.2,5.6|. Procedure details: A mixture that consists of 54.1 g (100 mmol) of 2,3,4,6-tetra-O-pivaloyl-glucopyranose, 1.39 g (5 mmol) of tetrabutylammonium chloride and 11.22 g of potassium-t-butoxide (100 mmol) in 500 ml of dimethylacetamide is cooled to 0° C. At 0° C., 34.36 g (150 mmol) of bromoacetic acid benzyl ester is added in drops over 20 minutes while being stirred vigorously. It is stirred for 0.5 hour at 0° C. 250 toluene is added, the organic phase is separated, it is filtered, and it is evaporated to the dry st... Reactants: O (water), C(C)(C)(C)C=1C=C(OCC2=CC=C(C(=O)O)C=C2)C=C(C1)C(C)(C)C (4-(3,5-di-t-butylphenoxymethyl)benzoic acid), NC1=NN=NN1 (5-aminotetrazole), S(=O)(Cl)Cl (thionyl chloride). Run in N1=CC=CC=C1 (pyridine). Product: C(C)(C)(C)C=1C=C(OCC2=CC=C(C(=O)NC3=NN=NN3)C=C2)C=C(C1)C(C)(C)C (4-(3,5-Di-t-butylphenoxymethyl)-N(tetrazol-5-yl)benzamide). Isolated yield 58.2%. Reaction SMILES: [C:1]([C:5]1[CH:6]=[C:7]([CH:19]=[C:20]([C:22]([CH3:25])([CH3:24])[CH3:23])[CH:21]=1)[O:8][CH2:9][C:10]1[CH:18]=[CH:17][C:13]([C:14](O)=[O:15])=[CH:12][CH:11]=1)([CH3:4])([CH3:3])[CH3:2].[NH2:26][C:27]1[NH:31][N:30]=[N:29][N:28]=1.S(Cl)(Cl)=O.O>N1C=CC=CC=1>[C:1]([C:5]1[CH:6]=[C:7]([CH:19]=[C:20]([C:22]([CH3:25])([CH3:24])[CH3:23])[CH:21]=1)[O:8][CH2:9][C:10]1[CH:18]=[CH:17][C:13]([C:14]([NH:26][C:27]2[NH:31][N:30]=[N:29][N:28]=2)=[O:15])=[CH:12][CH:11]=1)([CH3:4])([CH3:3])[CH3:2]. Procedure details: A solution of 2.00 g (5.9 mmole) of 4-(3,5-di-t-butylphenoxymethyl)benzoic acid and 0.61 g (5.9 mmole) of 5-aminotetrazole in 20 ml of pyridine was treated with a dropwise addition of 1.40 g (11.8 mmole) of thionyl chloride. The solution was stirred for one and a half hours before being poured into 150 ml of water. The resulting precipitate was collected, rinsed with water, air dried and recrystallized from aqueous dimethylformamide to give 1.4 g of white solid 4-(3,5-di-t-butylphenoxymethyl)-N-... The reactants are NC(C(=O)O)(C)C (2-aminoisobutyric acid), Cl (HCl), CO (methanol), CO (methanol), initial mixture. Conditions: time 8 hour. The product is Cl.COC(C(C)(C)N)=O (2-aminoisobutyric methylester HCl salt). RXN SMILES: [NH2:1][C:2]([CH3:7])([CH3:6])[C:3]([OH:5])=[O:4].[ClH:8].[CH3:9]O>>[ClH:8].[CH3:9][O:4][C:3](=[O:5])[C:2]([NH2:1])([CH3:7])[CH3:6] |f:3.4|. Procedure details: To 2-aminoisobutyric acid in 125 ml of methanol is added 125 ml of methanol saturated with HCl. The initial mixture becomes a solution and the reaction is sealed and allowed to stir at room temperature overnight. The next day the reaction is evaporated, first neat and then from toluene to give a solid. Starting materials: C1(CC1)C=1C2=C(N=CN1)N(C=C2I)[Si](C(C)C)(C(C)C)C(C)C (4-Cyclopropyl-5-iodo-7-triisopropylsilanyl-7H-pyrrolo[2,3-d]pyrimidine), C(C)(C)[Mg]Cl (isopropylmagnesium chloride), O (water), C(C)(C)(C)OC(N(C1=NC(=C(C=C1)C=O)F)C=1C=NC(=CC1)Cl)=O ((6-chloro-pyridin-3-yl)-(6-fluoro-5-formyl-pyridin-2-yl)-carbamic acid tert-butyl ester). The solvent is O1CCCC1 (tetrahydrofuran). Run at temperature -5 celsius. Yields the product C(C)(C)(C)OC(N(C1=NC(=C(C=C1)C(O)C1=CN(C=2N=CN=C(C21)C2CC2)[Si](C(C)C)(C(C)C)C(C)C)F)C=2C=NC(=CC2)Cl)=O ((6-chloro-pyridin-3-yl)-{5-[(4-cyclopropyl-7-triisopropylsilanyl-7H-pyrrolo[2,3-d]pyrimidin-5-yl)-hydroxy-methyl]-6-fluoro-pyridin-2-yl}-carbamic acid tert-butyl ester). The yield is 55.4%. As a reaction SMILES: [CH:1]1([C:4]2[C:5]3[C:12](I)=[CH:11][N:10]([Si:14]([CH:21]([CH3:23])[CH3:22])([CH:18]([CH3:20])[CH3:19])[CH:15]([CH3:17])[CH3:16])[C:6]=3[N:7]=[CH:8][N:9]=2)[CH2:3][CH2:2]1.C([Mg]Cl)(C)C.[C:29]([O:33][C:34](=[O:52])[N:35]([C:45]1[CH:46]=[N:47][C:48]([Cl:51])=[CH:49][CH:50]=1)[C:36]1[CH:41]=[CH:40][C:39]([CH:42]=[O:43])=[C:38]([F:44])[N:37]=1)([CH3:32])([CH3:31])[CH3:30].O>O1CCCC1>[C:29]([O:33][C:34](=[O:52])[N:35]([C:45]1[CH:46]=[N:47][C:48]([Cl:51])=[CH:49][CH:50]=1)[C:36]1[CH:41]=[CH:40][C:39]([CH:42]([C:12]2[C:5]3[C:4]([CH:1]4[CH2:2][CH2:3]4)=[N:9][CH:8]=[N:7][C:6]=3[N:10]([Si:14]([CH:21]([CH3:23])[CH3:22])([CH:18]([CH3:20])[CH3:19])[CH:15]([CH3:16])[CH3:17])[CH:11]=2)[OH:43])=[C:38]([F:44])[N:37]=1)([CH3:32])([CH3:30])[CH3:31]. Reported procedure: To 4-cyclopropyl-5-iodo-7-triisopropylsilanyl-7H-pyrrolo[2,3-d]pyrimidine (19, 0.72 g, 1.64 mmol) in 6.0 mL of tetrahydrofuran at −40° C. under nitrogen, isopropylmagnesium chloride (0.82 mL, 2.01 M in tetrahydrofuran, 1.65 mmol) is added slowly. The reaction is allowed to warm to −5° C. in 75 minutes, then cooled to −45° C. and (6-chloro-pyridin-3-yl)-(6-fluoro-5-formyl-pyridin-2-yl)-carbamic acid tert-butyl ester (80, 0.48 g, 1.38 mmol) in 5.0 mL is added. The reaction is allowed to warm to ro... Starting materials: C=Cc1ccccc1-c1c(C2CCCCC2)c2ccc(C(=O)OC)cc2n1CC(=C)Br, CCO, Cc1ccccc1, [Cl-], [Li+], [Na+], [Na+], O=C([O-])[O-], OB(O)c1ccoc1. Product: C=Cc1ccccc1-c1c(C2CCCCC2)c2ccc(C(=O)OC)cc2n1-c1ccoc1. RXN SMILES: [Br:1][C:2](=[CH2:3])[CH2:31][n:4]1[c:5](-[c:23]2[c:24]([CH:29]=[CH2:30])[cH:25][cH:26][cH:27][cH:28]2)[c:6]([CH:17]2[CH2:18][CH2:19][CH2:20][CH2:21][CH2:22]2)[c:7]2[cH:8][cH:9][c:10]([C:13](=[O:14])[O:15][CH3:16])[cH:11][c:12]12.[CH3:48][CH2:49][OH:50].[CH3:51][c:52]1[cH:53][cH:54][cH:55][cH:56][cH:57]1.[Cl-:40].[Li+:41].[Na+:42].[Na+:43].[O-:44][C:45](=[O:46])[O-:47].[o:32]1[cH:33][c:34]([B:37]([OH:38])[OH:39])[cH:35][cH:36]1>>[n:4]1(-[c:34]2[cH:33][o:32][cH:36][cH:35]2)[c:5](-[c:23]2[c:24]([CH:29]=[CH2:30])[cH:25][cH:26][cH:27][cH:28]2)[c:6]([CH:17]2[CH2:18][CH2:19][CH2:20][CH2:21][CH2:22]2)[c:7]2[cH:8][cH:9][c:10]([C:13](=[O:14])[O:15][CH3:16])[cH:11][c:12]12. The reactants are ClS(=O)(=O)C1=CC=C(C(=O)O)C=C1 (4-(chlorosulfonyl)benzoic acid), COC=1C=C(NC)C=CC1 (3-methoxy-N-methylaniline). Product: COC=1C=C(C=CC1)N(S(=O)(=O)C1=CC=C(C(=O)O)C=C1)C (4-(N-(3-methoxyphenyl)-N-methylsulfamoyl)benzoic acid). As a reaction SMILES: Cl[S:2]([C:5]1[CH:13]=[CH:12][C:8]([C:9]([OH:11])=[O:10])=[CH:7][CH:6]=1)(=[O:4])=[O:3].[CH3:14][O:15][C:16]1[CH:17]=[C:18]([CH:21]=[CH:22][CH:23]=1)[NH:19][CH3:20]>>[CH3:14][O:15][C:16]1[CH:17]=[C:18]([N:19]([CH3:20])[S:2]([C:5]2[CH:13]=[CH:12][C:8]([C:9]([OH:11])=[O:10])=[CH:7][CH:6]=2)(=[O:4])=[O:3])[CH:21]=[CH:22][CH:23]=1. Reported procedure: 4-(chlorosulfonyl)benzoic acid (500 mg, 2.27 mmol) was treated with 3-methoxy-N-methylaniline (933 mg, 6.8 mmol) using method A to give 4-(N-(3-methoxyphenyl)-N-methylsulfamoyl)benzoic acid as an off white solid. Yield: 398 mg (55%). 1H-NMR: 8.10 (d, J=8.5 Hz, 2H), 7.66 (d, J=8.5 Hz, 2H), 7.25 (t, J=8.0 Hz, 1H), 6.88 (ddd, J=8.5, 2.5, 1.0 Hz, 1H), 6.67-6.64 (m, 2H), 3.69 (s, 3H), 3.16 (s, 3H). Reported procedure: To a solution of (+)-3-[2-(4-chlorophenyl)isovaleroyloxy]-2-(2,4-dichlorophenyl)-1-(imidazol-1-yl)-2-propanol (2.89 g; M.P., 145°-146.5° C.) in methanol (40 ml) was added a 20% aqueous potassium hydroxide solution (6 ml), and the mixture was stirred at room temperature for 3 hours. The solvent was removed in vacuo, and the oily residue was dissolved in 6N hydrochloric acid (30 ml). The acidic aqueous solution was washed with chloroform (20 ml×2) and then neutralized with a 28% aqueous ammonia so... Yields the product ClC1=C(C=CC(=C1)Cl)C(CN1C=NC=C1)(CO)O ((+)-2-(2,4-dichlorophenyl)-1-(imidazol-1-yl)-2,3-propanediol). The reactants are ClC1=CC=C(C=C1)C(C(=O)OCC(CN1C=NC=C1)(O)C1=C(C=C(C=C1)Cl)Cl)C(C)C ((+)-3-[2-(4-chlorophenyl)isovaleroyloxy]-2-(2,4-dichlorophenyl)-1-(imidazol-1-yl)-2-propanol), [OH-].[K+] (potassium hydroxide). Run at time 3 hour. Reaction SMILES: ClC1C=CC(C(C(C)C)C([O:11][CH2:12][C:13]([C:21]2[CH:26]=[CH:25][C:24]([Cl:27])=[CH:23][C:22]=2[Cl:28])([OH:20])[CH2:14][N:15]2[CH:19]=[CH:18][N:17]=[CH:16]2)=O)=CC=1.[OH-].[K+]>CO>[Cl:28][C:22]1[CH:23]=[C:24]([Cl:27])[CH:25]=[CH:26][C:21]=1[C:13]([OH:20])([CH2:12][OH:11])[CH2:14][N:15]1[CH:19]=[CH:18][N:17]=[CH:16]1 |f:1.2|. Solvent: CO (methanol). Starting materials: C(C)(=O)C1=C2C(NC1=O)=CC=CC=C2 (3-acetyl-1,2-dihydrocyclohepta[b]pyrrole-2-one), C([O-])([O-])=O.[K+].[K+] (potassium carbonate), BrCC(=O)OCC (ethyl bromoacetate). Run in CN(C=O)C (dimethyl formamide), O (water). Conditions: temperature 25 celsius, time 18 hour. Yields the product C(C)OC(CN1C=2C(=C(C1=O)C(C)=O)C=CC=CC2)=O (3-acetyl-1,2-dihydro-2-oxocyclohepta[b]pyrrole-1-acetic acid ethyl ester). As a reaction SMILES: [C:1]([C:4]1[C:8](=[O:9])[NH:7][C:6]2=[CH:10][CH:11]=[CH:12][CH:13]=[CH:14][C:5]=12)(=[O:3])[CH3:2].C(=O)([O-])[O-].[K+].[K+].Br[CH2:22][C:23]([O:25][CH2:26][CH3:27])=[O:24]>CN(C)C=O.O>[CH2:26]([O:25][C:23](=[O:24])[CH2:22][N:7]1[C:8](=[O:9])[C:4]([C:1](=[O:3])[CH3:2])=[C:5]2[CH:14]=[CH:13][CH:12]=[CH:11][CH:10]=[C:6]12)[CH3:27] |f:1.2.3|. Procedure: To a warm suspension of 3-acetyl-1,2-dihydrocyclohepta[b]pyrrole-2-one [1.87 g, described by T. Nozoe et al., Bull. Chem. Soc. Japan, 38, 306 (1965)] in dimethyl formamide (DMF, 25 ml), potassium carbonate (1.66 g) and ethyl bromoacetate (2.84) were added successively. The mixture was stirred at 25° C. for 18 hr and then diluted with water. The precipitate was collected and dried to give 3-acetyl-1,2-dihydro-2-oxocyclohepta[b]pyrrole-1-acetic acid ethyl ester, mp 162°-165° C.; nmr (CDCl3) δ1.33 ... Reactants: C(C)C1=CC(=C(NC1=O)C)C1=NC=CC(=C1)C(=O)O (5′-ethyl-2′-methyl-6′-oxo-1′,6′-dihydro-[2,3′]bipyridinyl-4-carboxylic acid), C1(CCCC1)N (cyclopentyl amine). Yields the product C1(CCCC1)NC(=O)C1=CC(=NC=C1)C1=C(NC(C(=C1)CC)=O)C (5′-Ethyl-2′-methyl-6′-oxo-1′,6′-dihydro-[2,3′]bipyridinyl-4-carboxylic acid cyclopentylamide). RXN SMILES: [CH2:1]([C:3]1[C:8](=[O:9])[NH:7][C:6]([CH3:10])=[C:5]([C:11]2[CH:16]=[C:15]([C:17]([OH:19])=O)[CH:14]=[CH:13][N:12]=2)[CH:4]=1)[CH3:2].[CH:20]1([NH2:25])[CH2:24][CH2:23][CH2:22][CH2:21]1>>[CH:20]1([NH:25][C:17]([C:15]2[CH:14]=[CH:13][N:12]=[C:11]([C:5]3[CH:4]=[C:3]([CH2:1][CH3:2])[C:8](=[O:9])[NH:7][C:6]=3[CH3:10])[CH:16]=2)=[O:19])[CH2:24][CH2:23][CH2:22][CH2:21]1. Procedure: Method 1, Example 205 is substantially repeated except for utilizing 5′-ethyl-2′-methyl-6′-oxo-1′,6′-dihydro-[2,3′]bipyridinyl-4-carboxylic acid and cyclopentyl amine to afford the title compound. MS: m/e=326 (M+H).